From a dataset of the Open Reaction Database (ORD), a public repository of structured organic reaction records. describe an organic reaction: reactants, conditions, products, and yield Starting materials: C(C)(=O)O (acetic acid), 2-10, C(CCl)Cl (EDC), C=1C=CC2=C(C1)N=NN2O (HOBT), CN1CCOCC1 (NMM), CC#N (CH3CN). The solvent is CN(C)C=O (DMF), C(C)(=O)OCC (ethyl acetate). Reaction conditions: time 20 hour. Yields the product C(C)OC(C[C@H](NC(C)=O)C=1C=NC=CC1)=O (acetyl-3(S)-pyridin-3-yl-β-alanine ethyl ester). Reaction SMILES: [C:1]([OH:4])(=[O:3])C.[CH2:5](Cl)[CH2:6]Cl.[CH:9]1[CH:10]=[CH:11][C:12]2N(O)N=[N:15][C:13]=2C=1.CN1CC[O:23][CH2:22][CH2:21]1.[CH3:26][C:27]#[N:28]>C(OCC)(=O)C.CN(C=O)C>[CH2:5]([O:4][C:1](=[O:3])[CH2:26][C@@H:27]([C:12]1[CH:13]=[N:15][CH:9]=[CH:10][CH:11]=1)[NH:28][C:22](=[O:23])[CH3:21])[CH3:6]. Reported procedure: A mixture of 3-11 (0.30 g, 0.882 mmol), 2-10 (0.354 g, 1.32 mmol), EDC (0.220 g (1.15 mmol), HOBT (0.143 g, 1.05 mmol) and NMM (0.680 mL (6.18 mmol) in CH3CN (5 mL) and DMF (3 mL) at 0° C. was stirred for 10 min, then allowed to warm and stir for 20 h. The mixture was diluted with ethyl acetate, washed with water, brine, and dried over sodium sulfate. Following evaporative removal of the solvent, the residue was chromatographed (silica gel, 70:20:10 chloroform/ethyl acetate/MeOH to give 3-14 as ...